This data is from the Open Reaction Database (ORD), a public repository of structured organic reaction records. The task is: describe an organic reaction: reactants, conditions, products, and yield Reactants: N1=CC=CC=C1 (pyridine), ClC(=O)OC1=CC=CC=C1 (phenyl chloroformate), CN1C(C(=CC(=C1)[N+](=O)[O-])[N+](=O)[O-])=O (1-methyl-3,5-dinitropyridin-2(1H)-one), C(C)#N (acetonitrile). Conditions: time 30 minute. Yields the product N1N=CC=2C1=NC=C(C2)NC(OC2=CC=CC=C2)=O (phenyl 1H-pyrazolo[3,4-b]pyridin-5-ylcarbamate). Reaction SMILES: C[N:2]1[CH:7]=[C:6]([N+]([O-])=O)[CH:5]=[C:4]([N+:11]([O-])=O)[C:3]1=O.[N:15]1[CH:20]=CC=CC=1.Cl[C:22]([O:24][C:25]1[CH:30]=[CH:29][CH:28]=[CH:27][CH:26]=1)=[O:23].C(#[N:33])C>>[NH:33]1[C:7]2=[N:2][CH:3]=[C:4]([NH:11][C:22](=[O:23])[O:24][C:25]3[CH:30]=[CH:29][CH:28]=[CH:27][CH:26]=3)[CH:5]=[C:6]2[CH:20]=[N:15]1. Procedure details: 1H-Pyrazolo[3,4-b]pyridin-5-amine (B) (212 mg, 1.58 mmol) was dissolved in acetonitrile. To the reaction mixture was added pyridine (0.15 mL, 1.896 mmol) and phenyl chloroformate (0.2 mL, 1.659 mmol) and stirred at room temperature for 30 min under N2. TLC showed complete consumption of starting material. The reaction mixture was diluted with water and extracted with ethyl acetate. The organic part was washed with water and brine. The organic layer was dried over MgSO4 and concentrated under red...